From a dataset of the Open Reaction Database (ORD), a public repository of structured organic reaction records. describe an organic reaction: reactants, conditions, products, and yield Procedure: Then, using 3.69 g of the compound of Example 12, 1.82 g of anhydrous potassium carbonate, 1.5 ml of chloromethyloxirane and 100 ml of methyl ethyl ketone, reaction and workup carried out as in Example 1-A gave about 4.5 g of 1-(4-benzyloxy-2,3-dimethoxy-5-methylphenoxy)-2,3-epoxypropane as yellow oil. Using this epoxy compound, 3.05 g of 1-(2-methoxyphenyl)piperazine and 100 ml dioxane, reaction and workup carried out as in Example 1-A followed by purification by column chromatography (silica g... Run in C(C)C(=O)C (methyl ethyl ketone). As a reaction SMILES: [CH2:1]([O:8][C:9]1[C:14]([CH3:15])=[CH:13][C:12]([OH:16])=[C:11]([O:17][CH3:18])[C:10]=1[O:19][CH3:20])[C:2]1[CH:7]=[CH:6][CH:5]=[CH:4][CH:3]=1.C(=O)([O-])[O-].[K+].[K+].Cl[CH2:28][CH:29]1[CH2:31][O:30]1>C(C(C)=O)C>[CH2:1]([O:8][C:9]1[C:14]([CH3:15])=[CH:13][C:12]([O:16][CH2:28][CH:29]2[O:30][CH2:31]2)=[C:11]([O:17][CH3:18])[C:10]=1[O:19][CH3:20])[C:2]1[CH:3]=[CH:4][CH:5]=[CH:6][CH:7]=1 |f:1.2.3|. Starting materials: C(C1=CC=CC=C1)OC1=C(C(=C(C=C1C)O)OC)OC (4-Benzyloxy-2,3-dimethoxy-5-methylphenol), C([O-])([O-])=O.[K+].[K+] (potassium carbonate), ClCC1OC1 (chloromethyloxirane). Product: C(C1=CC=CC=C1)OC1=C(C(=C(OCC2CO2)C=C1C)OC)OC (1-(4-benzyloxy-2,3-dimethoxy-5-methylphenoxy)-2,3-epoxypropane). The reactants are CC(C)(C)OC(=O)NN, ClCCCl, CCOC(C)=O, O=C(O)C(CCCCl)c1ccc(F)cc1, Cl, CN(C)C=O, On1nnc2ccccc21. The product is CC(C)(C)OC(=O)NNC(=O)C(CCCCl)c1ccc(F)cc1. RXN SMILES: [C:26]([NH:27][NH2:28])(=[O:29])[O:30][C:31]([CH3:32])([CH3:33])[CH3:34].[CH2:47]([Cl:48])[CH2:49][Cl:50].[CH3:41][CH2:42][O:43][C:44](=[O:45])[CH3:46].[Cl:11][CH2:12][CH2:13][CH2:14][CH:15]([C:16](=[O:17])[OH:18])[c:19]1[cH:20][cH:21][c:22]([F:25])[cH:23][cH:24]1.[ClH:35].[O:36]=[CH:37][N:38]([CH3:39])[CH3:40].[OH:1][n:2]1[c:3]2[c:4]([cH:5][cH:6][cH:7][cH:8]2)[n:9][n:10]1>>[Cl:11][CH2:12][CH2:13][CH2:14][CH:15]([C:16](=[O:18])[NH:28][NH:27][C:26](=[O:29])[O:30][C:31]([CH3:32])([CH3:33])[CH3:34])[c:19]1[cH:20][cH:21][c:22]([F:25])[cH:23][cH:24]1. Reactants: NC1=CC(=C(C(=O)NC2=CC=C3C=NNC3=C2)C=C1N)N1CCN(CC1)C (4,5-diamino-2-(4-methylpiperazin-1-yl)-N-(1H-indazol-6-yl)-benzamide), N#CBr (cyanogen bromide). Solvent: C(C)OCC (diethyl ether), CCO (EtOH). The product is N1N=CC2=CC=C(C=C12)NC(=O)C1=CC2=C(NC(=N2)N)C=C1N1CCN(CC1)C (2-amino-6-(4-methylpiperazin-1-yl)-1H-benzimidazole-5-carboxylic acid (1H-indazol-6-yl)-amide), hydrobromide salt. As a reaction SMILES: [NH2:1][C:2]1[C:19]([NH2:20])=[CH:18][C:5]([C:6]([NH:8][C:9]2[CH:17]=[C:16]3[C:12]([CH:13]=[N:14][NH:15]3)=[CH:11][CH:10]=2)=[O:7])=[C:4]([N:21]2[CH2:26][CH2:25][N:24]([CH3:27])[CH2:23][CH2:22]2)[CH:3]=1.[N:28]#[C:29]Br>CCO.C(OCC)C>[NH:15]1[C:16]2[C:12](=[CH:11][CH:10]=[C:9]([NH:8][C:6]([C:5]3[C:4]([N:21]4[CH2:26][CH2:25][N:24]([CH3:27])[CH2:23][CH2:22]4)=[CH:3][C:2]4[NH:1][C:29]([NH2:28])=[N:20][C:19]=4[CH:18]=3)=[O:7])[CH:17]=2)[CH:13]=[N:14]1. Procedure: To a solution of 4,5-diamino-2-(4-methylpiperazin-1-yl)-N-(1H-indazol-6-yl)-benzamide (2 mmol; see Example 181) in 10% aqueous EtOH (6 mL) was added cyanogen bromide (2.2 mmol), and the mixture was heated at reflux for 4 h. The reaction mixture was then concentrated in vacuo, and the residue obtained was suspended in diethyl ether with vigorous stirring. The solid obtained was collected by filtration, washed with diethyl ether, and dried in vacuo to afford 2-amino-6-(4-methylpiperazin-1-yl)-1H-b... Starting materials: CC(C)c1ccc(N)cc1, O=Cc1ccc(F)cc1. Yields the product CC(C)c1ccc(NCc2ccc(F)cc2)cc1. Reaction SMILES: [CH:10]([CH3:11])([CH3:12])[c:13]1[cH:14][cH:15][c:16]([NH2:17])[cH:18][cH:19]1.[F:1][c:2]1[cH:3][cH:4][c:5]([CH:6]=[O:7])[cH:8][cH:9]1>>[F:1][c:2]1[cH:3][cH:4][c:5]([CH2:6][NH:17][c:16]2[cH:15][cH:14][c:13]([CH:10]([CH3:11])[CH3:12])[cH:19][cH:18]2)[cH:8][cH:9]1. Reactants: solution, [H-].[Al+3].[Li+].[H-].[H-].[H-] (lithium aluminum hydride), O1C(=CC2=C1C=CC=C2)C(=O)OC (Methyl 2-benzofuranecarboxylate). The solvent is CCOCC (ether), C(C)OCC (ethyl ether). Run at temperature 0 celsius, time 1 hour. Yields the product OCC=1OC2=C(C1)C=CC=C2 (2-Hydroxymethylbenzofuran). Reaction SMILES: [O:1]1[C:5]2[CH:6]=[CH:7][CH:8]=[CH:9][C:4]=2[CH:3]=[C:2]1[C:10](OC)=[O:11].[H-].[Al+3].[Li+].[H-].[H-].[H-]>C(OCC)C>[OH:11][CH2:10][C:2]1[O:1][C:5]2[CH:6]=[CH:7][CH:8]=[CH:9][C:4]=2[CH:3]=1 |f:1.2.3.4.5.6|. Procedure: The crude product 3 (324 g) was dissolved in anhydrous ethyl ether. The solution was kept under inert atmosphere (nitrogen or argon) and cooled to 0° C. in an ice bath. A 1M solution of lithium aluminum hydride in ether (620 ml) was added dropwise, while stirring, over a period of 1 hour. The solution was then washed with 2N HCl (4×1,000 ml), with 2N KOH (2×500 ml), and with water (1,000 ml). The material was dried over magnesium sulfate, filtered, and the solvent evaporated. The crude product w... Starting materials: C1(CC1)C(=O)Cl (Cyclopropanecarboxylic acid chloride), solution, [OH-].[Na+] (sodium hydroxide), C1(=CC=CC=C1)[C@@H]1[C@@H](CNCC1)O (cis-4-Phenyl-3-piperidinol). Solvent: C(Cl)Cl (methylene chloride). Conditions: time 15 minute. The product is C1(CC1)C(=O)N1C[C@H]([C@H](CC1)C1=CC=CC=C1)O (cis-1-cyclopropylcarbonyl-4-phenyl-3-piperidinol). Reaction SMILES: [C:1]1([C@H:7]2[CH2:12][CH2:11][NH:10][CH2:9][C@H:8]2[OH:13])[CH:6]=[CH:5][CH:4]=[CH:3][CH:2]=1.[OH-].[Na+].[CH:16]1([C:19](Cl)=[O:20])[CH2:18][CH2:17]1>C(Cl)Cl>[CH:16]1([C:19]([N:10]2[CH2:11][CH2:12][C@H:7]([C:1]3[CH:2]=[CH:3][CH:4]=[CH:5][CH:6]=3)[C@H:8]([OH:13])[CH2:9]2)=[O:20])[CH2:18][CH2:17]1 |f:1.2|. Procedure details: cis-4-Phenyl-3-piperidinol (9.0 g, 50.8 mmoles, described in Example 9) is dissolved in methylene chloride (200 ml) and a 30% solution of sodium hydroxide (100 ml) is added. Cyclopropanecarboxylic acid chloride (5.72 g, 55.0 mmoles) is added dropwise to the cooled solution (10° C.) and stirring is continued for 15 minutes. The organic phase is separated, washed with brine, dried (MgSO4) and evaporated. The residue is crystallized from ethyl acetate-ether to give cis-1-cyclopropylcarbonyl-4-pheny... Reactants: C(C)(C)(C)C1=CC(=NO1)NC(=O)NC1=CC(=CC=C1)O (1-(5-tert-butylisoxazol-3-yl)-3-(3-hydroxyphenyl)urea), C(C)(C)(C)C1=CC(=NO1)NC(=O)NC1=CC(=CC=C1)O (1-(5-tert-butylisoxazol-3-yl)-3-(3-hydroxyphenyl)urea), ClC1=NC=NC2=CC(=C(C=C12)OC)OCC (4-chloro-7-ethoxy-6-methoxyquinazoline), CC(C)([O-])C.[K+] (potassium tert-butoxide). The solvent is C1CCOC1 (THF). Reaction conditions: time 8 hour. Yields the product C(C)(C)(C)C1=CC(=NO1)NC(=O)NC1=CC(=CC=C1)OC1=NC=NC2=CC(=C(C=C12)OC)OCC (1-(5-tert-butylisoxazol-3-yl)-3-[3-(7-ethoxy-6-methoxyquinazolin-4-yloxy)phenyl]urea). As a reaction SMILES: [C:1]([C:5]1[O:9][N:8]=[C:7]([NH:10][C:11]([NH:13][C:14]2[CH:19]=[CH:18][CH:17]=[C:16]([OH:20])[CH:15]=2)=[O:12])[CH:6]=1)([CH3:4])([CH3:3])[CH3:2].Cl[C:22]1[C:31]2[C:26](=[CH:27][C:28]([O:34][CH2:35][CH3:36])=[C:29]([O:32][CH3:33])[CH:30]=2)[N:25]=[CH:24][N:23]=1.CC(C)([O-])C.[K+]>C1COCC1>[C:1]([C:5]1[O:9][N:8]=[C:7]([NH:10][C:11]([NH:13][C:14]2[CH:19]=[CH:18][CH:17]=[C:16]([O:20][C:22]3[C:31]4[C:26](=[CH:27][C:28]([O:34][CH2:35][CH3:36])=[C:29]([O:32][CH3:33])[CH:30]=4)[N:25]=[CH:24][N:23]=3)[CH:15]=2)=[O:12])[CH:6]=1)([CH3:4])([CH3:2])[CH3:3] |f:2.3|. Procedure: A mixture of 1-(5-tert-butylisoxazol-3-yl)-3-(3-hydroxyphenyl)urea from Example 1A (0.2 g 0.73 mmol), 4-chloro-7-ethoxy-6-methoxyquinazoline from the previous step (0.18 g, 0.75 mmol), and potassium tert-butoxide (0.252 g, 2.25 mmol) in THF was stirred at room temperature overnight, and then was heated at 60° C. for 5 hours. The reaction was still found to be incomplete and additional 1-(5-tert-butylisoxazol-3-yl)-3-(3-hydroxyphenyl)urea (0.07 g, 0.025 mmol) was added. The mixture was heated fur... The reactants are O (H2O), O([Na])C (NaOCH3), C(#N)CNC(OC(C)(C)C)=O (tert-butyl cyanomethylcarbamate), Cl.Cl.C1(=C(C=CC=C1)N)N (1,2-phenylenediamine bishydrochloride). The solvent is CO (CH3OH). Reaction conditions: time 1 hour. Yields the product N1C(=NC2=C1C=CC=C2)CNC(OC(C)(C)C)=O (tert-Butyl 1H-benzimidazol-2-ylmethylcarbamate). Reaction SMILES: O(C)[Na].[C:4]([CH2:6][NH:7][C:8](=[O:14])[O:9][C:10]([CH3:13])([CH3:12])[CH3:11])#[N:5].Cl.Cl.[C:17]1(N)[CH:22]=[CH:21][CH:20]=[CH:19][C:18]=1[NH2:23].O>CO>[NH:5]1[C:17]2[CH:22]=[CH:21][CH:20]=[CH:19][C:18]=2[N:23]=[C:4]1[CH2:6][NH:7][C:8](=[O:14])[O:9][C:10]([CH3:11])([CH3:13])[CH3:12] |f:2.3.4|. Reported procedure: 3.32 g of a 30% NaOCH3 solution were added to tert-butyl cyanomethylcarbamate (3 g; 19.21 mmol) in 20 ml of CH3OH, and the mixture was stirred at room temperature for 1 h. After addition of 3.4 g of 1,2-phenylenediamine bishydrochloride, the reaction mixture was stirred further overnight and then added to 100 ml of H2O, and the resulting solid was filtered off and dried in vacuo. The reactants are ICCO (2-iodoethanol), C(=O)([O-])[O-].[K+].[K+] (K2CO3), IC1=CC(NC=C1)=O (4-iodopyridin-2(1H)-one). Solvent: CN(C)C=O (DMF). Conditions: time 2 hour. Product: OCCN1C(C=C(C=C1)I)=O (1-(2-hydroxyethyl)-4-iodopyridin-2(1H)-one). Yield: 106.3%. Reaction SMILES: [I:1][C:2]1[CH:7]=[CH:6][NH:5][C:4](=[O:8])[CH:3]=1.I[CH2:10][CH2:11][OH:12].C([O-])([O-])=O.[K+].[K+]>CN(C=O)C>[OH:12][CH2:11][CH2:10][N:5]1[CH:6]=[CH:7][C:2]([I:1])=[CH:3][C:4]1=[O:8] |f:2.3.4|. Procedure details: To the mixture of 4-iodopyridin-2(1H)-one (50 mg, 0.213 mmol) in DMF (3 mL) was added 2-iodoethanol (73 mg, 0.426 mmol), K2CO3 (88 mg, 0.638 mmol) at rt. The mixture was stirred for 2 h at rt. After the reaction was finished, the mixture was washed with water and extracted with EtOAc. The organic phase was washed with brine, dried over Na2SO4, filtered, and concentrated to give the crude product, which was purified by TLC to provide 1-(2-hydroxyethyl)-4-iodopyridin-2(1H)-one (60 mg 100%). Starting materials: COc1ccc(P2(=S)SP(=S)(c3ccc(OC)cc3)S2)cc1, Cc1oc(-c2ccccc2)nc1CCC(N)=O, CCOC(C)=O, C1CCOC1. Product: Cc1oc(-c2ccccc2)nc1CCC(N)=S. Reaction SMILES: [CH3:18][O:19][c:20]1[cH:21][cH:22][c:23]([P:24]2(=[S:25])[S:26][P:28](=[S:29])([c:30]3[cH:31][cH:32][c:33]([O:34][CH3:35])[cH:36][cH:37]3)[S:27]2)[cH:38][cH:39]1.[CH3:1][c:2]1[c:3]([CH2:13][CH2:14][C:15](=[O:16])[NH2:17])[n:4][c:5](-[c:7]2[cH:8][cH:9][cH:10][cH:11][cH:12]2)[o:6]1.[CH3:45][CH2:46][O:47][C:48](=[O:49])[CH3:50].[O:40]1[CH2:41][CH2:42][CH2:43][CH2:44]1>>[CH3:1][c:2]1[c:3]([CH2:13][CH2:14][C:15]([NH2:17])=[S:27])[n:4][c:5](-[c:7]2[cH:8][cH:9][cH:10][cH:11][cH:12]2)[o:6]1.